describe an organic reaction: reactants, conditions, products, and yield From a dataset of the Open Reaction Database (ORD), a public repository of structured organic reaction records. The reactants are FC(C(C(F)(F)F)(OCOC)C1=CC(=C(OC=2C=CC(=[N+](C2)[O-])CCO)C=C1)CCC)(F)F (5-(4-(1,1,1,3,3,3-hexafluoro-2-(methoxymethoxy)propan-2-yl)-2-propylphenoxy)-2-(2-hydroxyethyl)pyridine 1-oxide), resultant mixture. The reagents and catalysts are [Zn] (zinc). The solvent is C(C)(=O)O (acetic acid). Product: FC(C(C(F)(F)F)(OCOC)C1=CC(=C(OC=2C=CC(=NC2)CCO)C=C1)CCC)(F)F (2-(5-(4-(1,1,1,3,3,3-hexafluoro-2-(methoxymethoxy)propan-2-yl)-2-propylphenoxy)pyridin-2-yl)ethanol). Isolated yield 90.3%. As a reaction SMILES: [F:1][C:2]([F:33])([F:32])[C:3]([C:12]1[CH:28]=[CH:27][C:15]([O:16][C:17]2[CH:18]=[CH:19][C:20]([CH2:24][CH2:25][OH:26])=[N+:21]([O-])[CH:22]=2)=[C:14]([CH2:29][CH2:30][CH3:31])[CH:13]=1)([O:8][CH2:9][O:10][CH3:11])[C:4]([F:7])([F:6])[F:5]>C(O)(=O)C.[Zn]>[F:33][C:2]([F:1])([F:32])[C:3]([C:12]1[CH:28]=[CH:27][C:15]([O:16][C:17]2[CH:18]=[CH:19][C:20]([CH2:24][CH2:25][OH:26])=[N:21][CH:22]=2)=[C:14]([CH2:29][CH2:30][CH3:31])[CH:13]=1)([O:8][CH2:9][O:10][CH3:11])[C:4]([F:7])([F:6])[F:5]. Reported procedure: To a solution of 5-(4-(1,1,1,3,3,3-hexafluoro-2-(methoxymethoxy)propan-2-yl)-2-propylphenoxy)-2-(2-hydroxyethyl)pyridine 1-oxide (2.29 g, 4.74 mmol) in acetic acid (24 mL), zinc powder (6.2 g, 94.7 mmol) was added, and the resultant mixture was stirred at room temperature for 4 hours. After completion of the reaction, the reaction solution was filtered using celite, added with a saturated aqueous solution of sodium hydrogen carbonate, and extracted with ethyl acetate. The organic layer was washe... The reactants are N1C(=NC=C1)C(CC(=O)Cl)CN (3-(2-imidazolyl)-4-aminobutanoic acid chloride), C(CC)N (propylamine). Run in C(Cl)(Cl)Cl (chloroform). The product is N1C(=NC=C1)C(CC(=O)NCCC)CN (3-(2-imidazolyl)-4-amino-N propylbutyramide). Reaction SMILES: [NH:1]1[CH:5]=[CH:4][N:3]=[C:2]1[CH:6]([CH2:11][NH2:12])[CH2:7][C:8](Cl)=[O:9].[CH2:13]([NH2:16])[CH2:14][CH3:15]>C(Cl)(Cl)Cl>[NH:1]1[CH:5]=[CH:4][N:3]=[C:2]1[CH:6]([CH2:11][NH2:12])[CH2:7][C:8]([NH:16][CH2:13][CH2:14][CH3:15])=[O:9]. Procedure details: 0.01 mol of the compound obtained in stage A of Example 16 is dissolved in 50 cm3 of chloroform. 0.025 mol of propylamine is added and the whole is heated under reflux for 5 hours while stirring and then cooled. The reaction mixture is then evaporated to dryness and extracted twice with chloroform. The chloroform phases are combined and dried over calcium chloride and the solvent is evaporated in vacuo on a water bath. The residue is purified by chromatography. Reactants: C(C1=CC=CC=C1)OC1=CC=C(C=C1)S(=O)(=O)NC1=NC=NC(=C1C1=CC=C(C=C1)Cl)OCCO (p-(benzyloxy)-N-[5-(p-chlorophenyl)-6-(2-hydroxyethoxy)-4-pyrimidinyl]benzene-sulfonamide), Cl (HCl). The solvent is C(C)(=O)O (acetic acid), O1CCOCC1 (dioxane), [C].[Pd] (palladium-carbon). Yields the product ClC1=CC=C(C=C1)C=1C(=NC=NC1)NS(=O)(=O)C1=CC=C(C=C1)O (N-[5-(p-chlorophenyl)-4-pyrimidinyl]-p-hydroxybenzenesulfonamide). Reaction SMILES: C([O:8][C:9]1[CH:14]=[CH:13][C:12]([S:15]([NH:18][C:19]2[C:24]([C:25]3[CH:30]=[CH:29][C:28]([Cl:31])=[CH:27][CH:26]=3)=[C:23](OCCO)[N:22]=[CH:21][N:20]=2)(=[O:17])=[O:16])=[CH:11][CH:10]=1)C1C=CC=CC=1.Cl>C(O)(=O)C.O1CCOCC1.[C].[Pd]>[Cl:31][C:28]1[CH:27]=[CH:26][C:25]([C:24]2[C:19]([NH:18][S:15]([C:12]3[CH:13]=[CH:14][C:9]([OH:8])=[CH:10][CH:11]=3)(=[O:17])=[O:16])=[N:20][CH:21]=[N:22][CH:23]=2)=[CH:30][CH:29]=1 |f:4.5|. Procedure: A solution of 512 mg of p-(benzyloxy)-N-[5-(p-chlorophenyl)-6-(2-hydroxyethoxy)-4-pyrimidinyl]benzene-sulfonamide in 30 ml of glacial acetic acid was treated with 2 ml of 4N HCl in dioxane and 100 mg of 10% palladium-carbon. The mixture was hydrogenated while stirring, thereafter the solution was suction filtered, evaporated under reduced pressure and the residue was recrystallized from isopropyl ether and again from CH3CN. There was obtained N-[5-(p-chlorophenyl)-4-pyrimidinyl]-p-hydroxybenzene... Reactants: CC(C)(C)OC(=O)OC(=O)[O-], CCOc1cc(CNCC(=O)c2cc(C(C)(C)C)c(O)c(C(C)(C)C)c2)c(Br)cc1C(=O)NC, C1CCOC1. Product: CCOc1cc(CN(CC(=O)c2cc(C(C)(C)C)c(O)c(C(C)(C)C)c2)C(=O)OC(C)(C)C)c(Br)cc1C(=O)NC. RXN SMILES: [C:35](=[O:36])([O:37][C:38]([CH3:39])([CH3:40])[CH3:41])[O:42][C:43]([O-:44])=[O:45].[CH3:1][NH:2][C:3]([c:4]1[c:5]([O:31][CH2:32][CH3:33])[cH:6][c:7]([CH2:11][NH:12][CH2:13][C:14](=[O:15])[c:16]2[cH:17][c:18]([C:27]([CH3:28])([CH3:29])[CH3:30])[c:19]([OH:26])[c:20]([C:22]([CH3:23])([CH3:24])[CH3:25])[cH:21]2)[c:8]([Br:10])[cH:9]1)=[O:34].[O:46]1[CH2:47][CH2:48][CH2:49][CH2:50]1>>[CH3:1][NH:2][C:3]([c:4]1[c:5]([O:31][CH2:32][CH3:33])[cH:6][c:7]([CH2:11][N:12]([CH2:13][C:14](=[O:15])[c:16]2[cH:17][c:18]([C:27]([CH3:28])([CH3:29])[CH3:30])[c:19]([OH:26])[c:20]([C:22]([CH3:23])([CH3:24])[CH3:25])[cH:21]2)[C:35](=[O:36])[O:37][C:38]([CH3:39])([CH3:40])[CH3:41])[c:8]([Br:10])[cH:9]1)=[O:34]. The reactants are CCOC(=O)CCCBr, O=C([O-])[O-], CC(C)=O, Fc1ccc2c(c1)nc(S)n2Cc1ccc(Cl)cc1, [K+], [K+]. Reaction SMILES: [Br:20][CH2:21][CH2:22][CH2:23][C:24](=[O:25])[O:26][CH2:27][CH3:28].[C:29](=[O:30])([O-:31])[O-:32].[CH3:35][C:36](=[O:37])[CH3:38].[Cl:1][c:2]1[cH:3][cH:4][c:5]([CH2:8][n:9]2[c:10]([SH:19])[n:11][c:12]3[c:13]2[cH:14][cH:15][c:16]([F:18])[cH:17]3)[cH:6][cH:7]1.[K+:33].[K+:34]>>[Cl:1][c:2]1[cH:3][cH:4][c:5]([CH2:8][n:9]2[c:10]([S:19][CH2:21][CH2:22][CH2:23][C:24](=[O:25])[O:26][CH2:27][CH3:28])[n:11][c:12]3[c:13]2[cH:14][cH:15][c:16]([F:18])[cH:17]3)[cH:6][cH:7]1. Product: CCOC(=O)CCCSc1nc2cc(F)ccc2n1Cc1ccc(Cl)cc1. Reactants: C(C)(C)(C)OC(N[C@@H]1C(N(CC1)C1=CC=C(C=C1)OCC1=CC=CC=C1)=O)=O ((S)-[1-(4-benzyloxy-phenyl)-2-oxo-pyrrolidin-3-yl]-carbamic acid tert-butyl ester). Reagents/catalysts: [Pd] (palladium on carbon). Product: C(C)(C)(C)OC(N[C@@H]1C(N(CC1)C1=CC=C(C=C1)O)=O)=O ((S)-[1-(4-Hydroxy-phenyl)-2-oxo-pyrrolidin-3-yl]-carbamic Acid Tert-Butyl Ester). RXN SMILES: [C:1]([O:5][C:6](=[O:28])[NH:7][C@H:8]1[CH2:12][CH2:11][N:10]([C:13]2[CH:18]=[CH:17][C:16]([O:19]CC3C=CC=CC=3)=[CH:15][CH:14]=2)[C:9]1=[O:27])([CH3:4])([CH3:3])[CH3:2]>[Pd]>[C:1]([O:5][C:6](=[O:28])[NH:7][C@H:8]1[CH2:12][CH2:11][N:10]([C:13]2[CH:14]=[CH:15][C:16]([OH:19])=[CH:17][CH:18]=2)[C:9]1=[O:27])([CH3:4])([CH3:2])[CH3:3]. Reported procedure: In an analogous manner to that described in Example 2b), the hydrogenolysis of the (S)-[1-(4-benzyloxy-phenyl)-2-oxo-pyrrolidin-3-yl]-carbamic acid tert-butyl ester [Example 8 b)] using palladium on carbon as the catalyst yields the title compound as a white solid in quantitative yield; MS: m/e=291 (M−H)+.